From a dataset of the Open Reaction Database (ORD), a public repository of structured organic reaction records. describe an organic reaction: reactants, conditions, products, and yield Starting materials: NC=1C=C(C(=O)C2=CC=C(C3=CC=CC=C23)NC(=O)NC2=CC(=NN2C2=CC=C(C=C2)C)C(C)(C)C)C=CN1 (1-(4-(2-aminoisonicotinoyl)naphthalen-1-yl)-3-(3-(tert-butyl)-1-(p-tolyl)-1H-pyrazol-5-yl)urea), CCN(C(C)C)C(C)C (DIPEA), COCCOCC(=O)Cl (2-(2-methoxyethoxy)acetyl chloride). Run in C1CCOC1 (THF). Reaction conditions: temperature 0 celsius. Yields the product C(C)(C)(C)C1=NN(C(=C1)NC(NC1=CC=C(C2=CC=CC=C12)C(=O)C1=CC(=NC=C1)NC(COCCOC)=O)=O)C1=CC=C(C=C1)C (N-(4-(4-(3-(3-(tert-Butyl)-1-(p-tolyl)-1H-pyrazol-5-yl)ureido)-1-naphthoyl)pyridin-2-yl)-2-(2-methoxyethoxy)acetamide). RXN SMILES: [NH2:1][C:2]1[CH:3]=[C:4]([CH:37]=[CH:38][N:39]=1)[C:5]([C:7]1[C:16]2[C:11](=[CH:12][CH:13]=[CH:14][CH:15]=2)[C:10]([NH:17][C:18]([NH:20][C:21]2[N:25]([C:26]3[CH:31]=[CH:30][C:29]([CH3:32])=[CH:28][CH:27]=3)[N:24]=[C:23]([C:33]([CH3:36])([CH3:35])[CH3:34])[CH:22]=2)=[O:19])=[CH:9][CH:8]=1)=[O:6].CCN(C(C)C)C(C)C.[CH3:49][O:50][CH2:51][CH2:52][O:53][CH2:54][C:55](Cl)=[O:56]>C1COCC1>[C:33]([C:23]1[CH:22]=[C:21]([NH:20][C:18](=[O:19])[NH:17][C:10]2[C:11]3[C:16](=[CH:15][CH:14]=[CH:13][CH:12]=3)[C:7]([C:5]([C:4]3[CH:37]=[CH:38][N:39]=[C:2]([NH:1][C:55](=[O:56])[CH2:54][O:53][CH2:52][CH2:51][O:50][CH3:49])[CH:3]=3)=[O:6])=[CH:8][CH:9]=2)[N:25]([C:26]2[CH:27]=[CH:28][C:29]([CH3:32])=[CH:30][CH:31]=2)[N:24]=1)([CH3:34])([CH3:35])[CH3:36]. Reported procedure: To a solution of 1-(4-(2-aminoisonicotinoyl)naphthalen-1-yl)-3-(3-(tert-butyl)-1-(p-tolyl)-1H-pyrazol-5-yl)urea (38.0 mg, 0.073 mmol) and DIPEA (64 μL, 0.37 mmol) in dry THF (4.0 mL) under N2 at 0° C. was added 2-(2-methoxyethoxy)acetyl chloride (45.0 mg, 0.29 mmol). The reaction mixture was maintained at 0° C. for 30 min and was then warmed to RT for 1.5 hr. The reaction was quenched by the addition of a solution of NH3 (1% in MeOH, 3.0 mL) and after a further 45 min at RT was evaporated in vac... The reactants are Br, CC(=O)OC(C)=O, CO, CC(=O)O, O=C(NCC(O)CO)c1ccc(Cl)s1. Yields the product O=C(NCC(O)CBr)c1ccc(Cl)s1. RXN SMILES: [BrH:1].[CH3:16][C:17]([O:18][C:19](=[O:20])[CH3:21])=[O:22].[CH3:23][OH:24].[CH3:25][C:26](=[O:27])[OH:28].[OH:2][CH:3]([CH2:4][NH:5][C:6](=[O:7])[c:8]1[s:9][c:10]([Cl:13])[cH:11][cH:12]1)[CH2:14][OH:15]>>[Br:1][CH2:14][CH:3]([OH:2])[CH2:4][NH:5][C:6](=[O:7])[c:8]1[s:9][c:10]([Cl:13])[cH:11][cH:12]1. Reactants: Cc1ccccc1, NC(=O)C(CC1CCCC1)c1ccc(Cl)c(Cl)c1, O=C=NCCCl. Yields the product O=C(NCCCl)NC(=O)C(CC1CCCC1)c1ccc(Cl)c(Cl)c1. RXN SMILES: [CH3:25][c:26]1[cH:27][cH:28][cH:29][cH:30][cH:31]1.[CH:1]1([CH2:6][CH:7]([C:8](=[O:9])[NH2:10])[c:11]2[cH:12][c:13]([Cl:18])[c:14]([Cl:17])[cH:15][cH:16]2)[CH2:2][CH2:3][CH2:4][CH2:5]1.[Cl:19][CH2:20][CH2:21][N:22]=[C:23]=[O:24]>>[CH:1]1([CH2:6][CH:7]([C:8](=[O:9])[NH:10][C:23]([NH:22][CH2:21][CH2:20][Cl:19])=[O:24])[c:11]2[cH:12][c:13]([Cl:18])[c:14]([Cl:17])[cH:15][cH:16]2)[CH2:2][CH2:3][CH2:4][CH2:5]1.